This data is from the Open Reaction Database (ORD), a public repository of structured organic reaction records. The task is: describe an organic reaction: reactants, conditions, products, and yield Starting materials: Cl (hydrochloric acid), C(C)(C)(C)OC(=O)N1N=C(C2=CC(=CC=C12)OP(=O)(C1=CC=CC=C1)C1=CC=CC=C1)C1N(C2=CC=CC=C2C1)C(=O)OC(C)(C)C (3-(1-tert-butoxycarbonyl-2,3-dihydro-1H-indol-2-yl)-5-(diphenylphosphinoyloxy)indazole-1-carboxylic acid tert-butyl ester), Cl (hydrochloric acid). The solvent is O1CCOCC1 (dioxane), O1CCOCC1 (dioxane), O1CCOCC1 (dioxane). Conditions: time 1 hour. Product: N1C(CC2=CC=CC=C12)C1=NNC2=CC=C(C=C12)OP(=O)(C1=CC=CC=C1)C1=CC=CC=C1 (diphenylphosphinic acid 3-(2,3-dihydro-1H-indol-2-yl)-1H-indazol-5-yl ester). Yield: 82.3%. RXN SMILES: C(OC([N:8]1[C:16]2[C:11](=[CH:12][C:13]([O:17][P:18]([C:26]3[CH:31]=[CH:30][CH:29]=[CH:28][CH:27]=3)([C:20]3[CH:25]=[CH:24][CH:23]=[CH:22][CH:21]=3)=[O:19])=[CH:14][CH:15]=2)[C:10]([CH:32]2[CH2:40][C:39]3[C:34](=[CH:35][CH:36]=[CH:37][CH:38]=3)[N:33]2C(OC(C)(C)C)=O)=[N:9]1)=O)(C)(C)C.Cl>O1CCOCC1>[NH:33]1[C:34]2[C:39](=[CH:38][CH:37]=[CH:36][CH:35]=2)[CH2:40][CH:32]1[C:10]1[C:11]2[C:16](=[CH:15][CH:14]=[C:13]([O:17][P:18]([C:20]3[CH:25]=[CH:24][CH:23]=[CH:22][CH:21]=3)([C:26]3[CH:31]=[CH:30][CH:29]=[CH:28][CH:27]=3)=[O:19])[CH:12]=2)[NH:8][N:9]=1. Procedure: A solution of 200 mg of 3-(1-tert-butoxycarbonyl-2,3-dihydro-1H-indol-2-yl)-5-(diphenylphosphinoyloxy)indazole-1-carboxylic acid tert-butyl ester in 4 ml of dioxane and 1 ml of a 4M hydrochloric acid solution in dioxane is stirred at ambient temperature. After 1 hour, 1 ml of a 4M hydrochloric acid solution in dioxane is added. The reaction medium is stirred overnight at ambient temperature. The suspension is filtered through sintered glass. The solid is rinsed with ethyl ether. The solid is tak...